The task is: describe an organic reaction: reactants, conditions, products, and yield. This data is from the Open Reaction Database (ORD), a public repository of structured organic reaction records. Starting materials: [OH-].[NH4+] (ammonium hydroxide), C([O-])([O-])=O.[Na+].[Na+] (sodium carbonate), BrC=1C=CC2=C(C(CC(CO2)(C)C)=O)C1 (7-bromo-3,3-dimethyl-3,4-dihydro-2H-benzoxepin-5-one), C1(=CC=CC=C1)C (toluene), C([O-])([O-])=O.[Na+].[Na+] (sodium carbonate), acid, tetrakis(triphenyl-phosphine)palladium. Run in O (water), C(C)O (ethanol). Yields the product CC1(COC2=C(C(C1)=O)C=C(C=C2)C2=CC=CC=C2)C (3,3-Dimethyl-7-phenyl-3,4-dihydro-2H-benzoxepin-5-one). As a reaction SMILES: Br[C:2]1[CH:3]=[CH:4][C:5]2[O:11][CH2:10][C:9]([CH3:13])([CH3:12])[CH2:8][C:7](=[O:14])[C:6]=2[CH:15]=1.[C:16]1(C)[CH:21]=[CH:20][CH:19]=[CH:18][CH:17]=1.C(=O)([O-])[O-].[Na+].[Na+].[OH-].[NH4+]>O.C(O)C>[CH3:12][C:9]1([CH3:13])[CH2:8][C:7](=[O:14])[C:6]2[CH:15]=[C:2]([C:16]3[CH:21]=[CH:20][CH:19]=[CH:18][CH:17]=3)[CH:3]=[CH:4][C:5]=2[O:11][CH2:10]1 |f:2.3.4,5.6|. Procedure: 8.5 g of 7-bromo-3,3-dimethyl-3,4-dihydro-2H-benzoxepin-5-one (0.0316 mol), 95 ml of toluene, 34.7 ml of a 2M sodium carbonate solution, 46 ml of ethanol, 4.19 g of phenyboric [sic] acid (0.0344 mol, 1.09 equivalents) and 0.677 g of tetrakis(triphenyl-phosphine)palladium are changed to a 250 ml reactor. The reaction mixture is brought to reflux for 8 h and is then allowed to return to room temperature. The reaction mass is poured into a mixture of 70 ml of water, 56.8 ml of a 30% aqueous ammoniu... The reactants are N([C@@H](CC(N)=O)C(=O)N[C@@H](CC1=CC=C(C=C1)OC(C)(C)C)C(=O)N[C@@H](CSC(C1=CC=CC=C1)(C1=CC=CC=C1)C1=CC=CC=C1)C(=O)N[C@@H](CC(N)=O)C(=O)OC(C)(C)C)C(=O)OCC1C2=CC=CC=C2C2=CC=CC=C12 (Fmoc-Asn-Tyr(tBu)-Cys(Trt)-Asn-OtBu), C(C)NCC (diethylamine). Run in CN(C=O)C (dimethylformamide). Reaction conditions: time 15 minute. Yields the product N[C@@H](CC(N)=O)C(=O)N[C@@H](CC1=CC=C(C=C1)OC(C)(C)C)C(=O)N[C@@H](CSC(C1=CC=CC=C1)(C1=CC=CC=C1)C1=CC=CC=C1)C(=O)N[C@@H](CC(N)=O)C(=O)OC(C)(C)C (H-Asn-Tyr(tBu)-Cys(Trt)-Asn-OtBu). Reaction SMILES: [NH:1](C(OCC1C2C(=CC=CC=2)C2C1=CC=CC=2)=O)[C@H:2]([C:7]([NH:9][C@H:10]([C:23]([NH:25][C@H:26]([C:48]([NH:50][C@H:51]([C:56]([O:58][C:59]([CH3:62])([CH3:61])[CH3:60])=[O:57])[CH2:52][C:53](=[O:55])[NH2:54])=[O:49])[CH2:27][S:28][C:29]([C:42]1[CH:47]=[CH:46][CH:45]=[CH:44][CH:43]=1)([C:36]1[CH:41]=[CH:40][CH:39]=[CH:38][CH:37]=1)[C:30]1[CH:35]=[CH:34][CH:33]=[CH:32][CH:31]=1)=[O:24])[CH2:11][C:12]1[CH:17]=[CH:16][C:15]([O:18][C:19]([CH3:22])([CH3:21])[CH3:20])=[CH:14][CH:13]=1)=[O:8])[CH2:3][C:4](=[O:6])[NH2:5].C(NCC)C>CN(C)C=O>[NH2:1][C@H:2]([C:7]([NH:9][C@H:10]([C:23]([NH:25][C@H:26]([C:48]([NH:50][C@H:51]([C:56]([O:58][C:59]([CH3:62])([CH3:61])[CH3:60])=[O:57])[CH2:52][C:53](=[O:55])[NH2:54])=[O:49])[CH2:27][S:28][C:29]([C:30]1[CH:31]=[CH:32][CH:33]=[CH:34][CH:35]=1)([C:36]1[CH:41]=[CH:40][CH:39]=[CH:38][CH:37]=1)[C:42]1[CH:43]=[CH:44][CH:45]=[CH:46][CH:47]=1)=[O:24])[CH2:11][C:12]1[CH:17]=[CH:16][C:15]([O:18][C:19]([CH3:21])([CH3:22])[CH3:20])=[CH:14][CH:13]=1)=[O:8])[CH2:3][C:4](=[O:6])[NH2:5]. Procedure details: 1.9 g (1.74 mmol) of Fmoc-Asn-Tyr(tBu)-Cys(Trt)-Asn-OtBu are dissolved in 50 ml of dimethylformamide. To this are added 1.8 ml of diethylamine, and the mixture is left to stand at room temperature for 15 minutes. It is then concentrated under high vacuum, and the residue is triturated with ethyl acetate and dried in vacuo. Yield 0.98 g (65%). C47H58N6O8S (867.081), [α]D21 =-7.2° (c=1, in methanol)